Dataset: the Open Reaction Database (ORD), a public repository of structured organic reaction records. Task: describe an organic reaction: reactants, conditions, products, and yield As a reaction SMILES: [C:19]([BH3-:20])#[N:21].[CH3:25][OH:26].[CH:11](=[O:12])[c:13]1[cH:14][cH:15][cH:16][cH:17][cH:18]1.[ClH:23].[NH2:1][C:2]([CH2:3][OH:4])([CH2:5][O:6][CH3:7])[CH2:8][O:9][CH3:10].[Na+:22].[OH2:24]>>[NH:1]([C:2]([CH2:3][OH:4])([CH2:5][O:6][CH3:7])[CH2:8][O:9][CH3:10])[CH2:11][c:13]1[cH:14][cH:15][cH:16][cH:17][cH:18]1. The product is COCC(CO)(COC)NCc1ccccc1. The reactants are [BH3-]C#N, CO, O=Cc1ccccc1, Cl, COCC(N)(CO)COC, [Na+], O. Starting materials: COc1ccc(Br)c(C)c1, [Li]CCCC, C1CCOC1, COc1ccc(C=O)c(F)c1. The product is COc1ccc(C(O)c2ccc(OC)cc2F)c(C)c1. Reaction SMILES: [Br:6][c:7]1[c:8]([CH3:15])[cH:9][c:10]([O:13][CH3:14])[cH:11][cH:12]1.[CH2:1]([Li:2])[CH2:3][CH2:4][CH3:5].[CH2:27]1[O:28][CH2:29][CH2:30][CH2:31]1.[F:16][c:17]1[c:18]([CH:19]=[O:20])[cH:21][cH:22][c:23]([O:25][CH3:26])[cH:24]1>>[c:7]1([CH:19]([c:18]2[c:17]([F:16])[cH:24][c:23]([O:25][CH3:26])[cH:22][cH:21]2)[OH:20])[c:8]([CH3:15])[cH:9][c:10]([O:13][CH3:14])[cH:11][cH:12]1. Starting materials: C(C1=CC=CC=C1)S(=O)(=O)C1=NC(=C(C(=N1)C1=C(C=C(C=C1)Cl)Cl)C(=O)OC)C (methyl 2-(benzylsulfonyl)-4-(2,4-dichlorophenyl)-6-methylpyrimidine-5-carboxylate), N1CCSCC1 (thiomorpholine). Run in O1CCOCC1 (dioxane). Conditions: time 1 hour. The product is ClC1=C(C=CC(=C1)Cl)C1=NC(=NC(=C1C(=O)OC)C)N1CCSCC1 (methyl 4-(2,4-dichlorophenyl)-6-methyl-2-thiomorpholinopyrimidine-5-carboxylate). Yield: 101.8%. RXN SMILES: C(S([C:11]1[N:16]=[C:15]([C:17]2[CH:22]=[CH:21][C:20]([Cl:23])=[CH:19][C:18]=2[Cl:24])[C:14]([C:25]([O:27][CH3:28])=[O:26])=[C:13]([CH3:29])[N:12]=1)(=O)=O)C1C=CC=CC=1.[NH:30]1[CH2:35][CH2:34][S:33][CH2:32][CH2:31]1>O1CCOCC1>[Cl:24][C:18]1[CH:19]=[C:20]([Cl:23])[CH:21]=[CH:22][C:17]=1[C:15]1[C:14]([C:25]([O:27][CH3:28])=[O:26])=[C:13]([CH3:29])[N:12]=[C:11]([N:30]2[CH2:35][CH2:34][S:33][CH2:32][CH2:31]2)[N:16]=1. Procedure details: To a stirred solution of methyl 2-(benzylsulfonyl)-4-(2,4-dichlorophenyl)-6-methylpyrimidine-5-carboxylate (17 mg, 0.037 mmol) in dioxane (2 mL) was added thiomorpholine (4.5 mL, 0.045 mmol). After at 40° C. for 1 hr, the reaction was concentrated under reduced pressure and diluted with EtOAc (10 mL). The organic layer was extracted with saturated NaHCO3 solution (2×6 mL), brine (5 mL), dried (MgSO4), filtered and concentrated under reduced pressure to give methyl 4-(2,4-dichlorophenyl)-6-methyl... The reactants are C(C)(C)NC(C)C (diisopropylamine), [Li]CCCC.CCCCCC (n-BuLi hexane), C(C(C)C)(=O)O (isobutyric acid), FC1=C(C=O)C=CC=C1 (2-fluorobenzaldehyde). Run in C1CCOC1 (THF), C1CCOC1 (THF), C1CCOC1 (THF). Run at temperature -78 celsius, time 5 minute. The product is FC1=C(C=CC=C1)C(C(C(=O)O)(C)C)O (3-(2-fluorophenyl)-3-hydroxy-2,2-dimethylpropanoic acid). The yield is 60.9%. RXN SMILES: C(NC(C)C)(C)C.[Li]CCCC.CCCCCC.[C:19]([OH:24])(=[O:23])[CH:20]([CH3:22])[CH3:21].[F:25][C:26]1[CH:33]=[CH:32][CH:31]=[CH:30][C:27]=1[CH:28]=[O:29]>C1COCC1>[F:25][C:26]1[CH:33]=[CH:32][CH:31]=[CH:30][C:27]=1[CH:28]([OH:29])[C:20]([CH3:22])([CH3:21])[C:19]([OH:24])=[O:23] |f:1.2|. Procedure details: To a solution of diisopropylamine (3.31 mL, 23.22 mmol) in THF (5 mL) was added n-BuLi/hexane (9.29 mL, 23.22 mmol) dropwise at −78° C. The reaction mixture was stirred at −78° C. for 5 min and then stirred in ice bath for 20 min. The reaction mixture was added dropwise with a solution of isobutyric acid (1.055 mL, 11.61 mmol) in THF (5 mL) at 0° C. The reaction mixture was stirred at 0° C. for 30 min and 60° C. for 2 h. The flask was recooled to 0° C., and a solution of 2-fluorobenzaldehyde (1....